From a dataset of the Open Reaction Database (ORD), a public repository of structured organic reaction records. describe an organic reaction: reactants, conditions, products, and yield Reactants: solution, C(=C)(C)[O-].[K+] (potassium isopropenolate), ClC(=O)OCCC(C)CCC=C(C)C (citronellyl chloroformate). The solvent is O1CCCC1 (tetrahydrofuran). Product: C(OCCC(C)CCC=C(C)C)(OC(=C)C)=O (citronellyl isopropenyl carbonate). The yield is 56.8%. As a reaction SMILES: Cl[C:2]([O:4][CH2:5][CH2:6][CH:7]([CH2:9][CH2:10][CH:11]=[C:12]([CH3:14])[CH3:13])[CH3:8])=[O:3].[C:15]([O-:18])([CH3:17])=[CH2:16].[K+]>O1CCCC1>[C:2](=[O:3])([O:18][C:15]([CH3:17])=[CH2:16])[O:4][CH2:5][CH2:6][CH:7]([CH2:9][CH2:10][CH:11]=[C:12]([CH3:14])[CH3:13])[CH3:8] |f:1.2|. Reported procedure: To a solution of 20.78 g (0.095 mole) of citronellyl chloroformate in 150 ml of tetrahydrofuran was added under a nitrogen atmosphere with cooling and stirring an aliquot (215 ml, 0.101 mole) of the solution of potassium isopropenolate described in EXAMPLE XVIII. The reaction temperature did not rise above 10° C. during addition. After addition was complete the cooling bath was removed and the mixture was poured into 400 ml of diethyl ether, and washed successively with one 300-ml portion and th...